This data is from the Open Reaction Database (ORD), a public repository of structured organic reaction records. The task is: describe an organic reaction: reactants, conditions, products, and yield The reactants are COC(=O)CCCCCCCCCCOS(=O)(=O)c1ccc(C)cc1, CS(C)=O. Product: COC(=O)CCCCCCCCCC=O. As a reaction SMILES: [CH3:1][c:2]1[cH:3][cH:4][c:5]([S:6](=[O:7])(=[O:8])[O:11][CH2:12][CH2:13][CH2:14][CH2:15][CH2:16][CH2:17][CH2:18][CH2:19][CH2:20][CH2:21][C:22](=[O:23])[O:24][CH3:25])[cH:9][cH:10]1.[CH3:26][S:27]([CH3:28])=[O:29]>>[O:11]=[CH:12][CH2:13][CH2:14][CH2:15][CH2:16][CH2:17][CH2:18][CH2:19][CH2:20][CH2:21][C:22](=[O:23])[O:24][CH3:25]. The reactants are C[Al](C)C (trimethylaluminium), COC1=CC(=C(C(=C1)C)S(=O)(=O)N(C)CC1=NOC(=N1)C(=O)OCC)C (ethyl 3-({[(4-methoxy-2,6-dimethylphenyl)sulfonyl](methyl)amino}methyl)-1,2,4-oxadiazole-5-carboxylate), CN(CCCN1CCNCC1)C (N,N-dimethyl-3-(piperazin-1-yl)propan-1-amine). The solvent is ClCCCl (DCE). Yields the product N (NH3), CN(CCCN1CCN(CC1)C(=O)C1=NC(=NO1)CN(S(=O)(=O)C1=C(C=C(C=C1C)OC)C)C)C (N-{[5-({4-[3-(Dimethylamino)propyl]piperazin-1-yl}carbonyl)-1,2,4-oxadiazol-3-yl]methyl}-4-methoxy-N,2,6-trimethylbenzenesulfonamide). Reaction SMILES: [CH3:1][O:2][C:3]1[CH:8]=[C:7]([CH3:9])[C:6]([S:10]([N:13]([CH2:15][C:16]2[N:20]=[C:19]([C:21](OCC)=[O:22])[O:18][N:17]=2)[CH3:14])(=[O:12])=[O:11])=[C:5]([CH3:26])[CH:4]=1.[CH3:27][N:28]([CH3:38])[CH2:29][CH2:30][CH2:31][N:32]1[CH2:37][CH2:36][NH:35][CH2:34][CH2:33]1.C[Al](C)C>ClCCCl>[NH3:13].[CH3:38][N:28]([CH3:27])[CH2:29][CH2:30][CH2:31][N:32]1[CH2:33][CH2:34][N:35]([C:21]([C:19]2[O:18][N:17]=[C:16]([CH2:15][N:13]([CH3:14])[S:10]([C:6]3[C:7]([CH3:9])=[CH:8][C:3]([O:2][CH3:1])=[CH:4][C:5]=3[CH3:26])(=[O:12])=[O:11])[N:20]=2)=[O:22])[CH2:36][CH2:37]1. Procedure: The title compound was prepared according to general procedure AT using ethyl 3-({[(4-methoxy-2,6-dimethylphenyl)sulfonyl](methyl)amino}methyl)-1,2,4-oxadiazole-5-carboxylate (30 mg, 0.08 mmol), N,N-dimethyl-3-(piperazin-1-yl)propan-1-amine (27 mg, 0.16 mmol) and trimethylaluminium (2 M in toluene, 0.08 mL) in DCE (5 mL). The crude product was purified using FCC, eluting with 95:4.5:0.5 DCM:MeOH:NH3, to afford the title compound. Reactants: [Br-], C=C[Mg+], O=CC1CCCCC1, [Cl-], [NH4+], C1CCOC1, O. The product is C=CC(O)C1CCCCC1. RXN SMILES: [Br-:9].[CH:10](=[CH2:11])[Mg+:12].[CH:1]1([CH:7]=[O:8])[CH2:2][CH2:3][CH2:4][CH2:5][CH2:6]1.[Cl-:13].[NH4+:14].[O:15]1[CH2:16][CH2:17][CH2:18][CH2:19]1.[OH2:20]>>[CH:1]1([CH:7]([OH:8])[CH:10]=[CH2:11])[CH2:2][CH2:3][CH2:4][CH2:5][CH2:6]1. Reactants: N#Cc1cc(F)c2c(c1)c(Br)nn2C(c1ccccc1)(c1ccccc1)c1ccccc1, Cc1ccccc1, C=C[Sn](CCCC)(CCCC)CCCC. Yields the product C=Cc1nn(C(c2ccccc2)(c2ccccc2)c2ccccc2)c2c(F)cc(C#N)cc12. As a reaction SMILES: [Br:1][c:2]1[n:3][n:4]([C:14]([c:15]2[cH:16][cH:17][cH:18][cH:19][cH:20]2)([c:21]2[cH:22][cH:23][cH:24][cH:25][cH:26]2)[c:27]2[cH:28][cH:29][cH:30][cH:31][cH:32]2)[c:5]2[c:6]([F:13])[cH:7][c:8]([C:11]#[N:12])[cH:9][c:10]12.[CH3:48][c:49]1[cH:50][cH:51][cH:52][cH:53][cH:54]1.[CH:33](=[CH2:34])[Sn:35]([CH2:36][CH2:37][CH2:38][CH3:39])([CH2:40][CH2:41][CH2:42][CH3:43])[CH2:44][CH2:45][CH2:46][CH3:47]>>[c:2]1([CH:33]=[CH2:34])[n:3][n:4]([C:14]([c:15]2[cH:16][cH:17][cH:18][cH:19][cH:20]2)([c:21]2[cH:22][cH:23][cH:24][cH:25][cH:26]2)[c:27]2[cH:28][cH:29][cH:30][cH:31][cH:32]2)[c:5]2[c:6]([F:13])[cH:7][c:8]([C:11]#[N:12])[cH:9][c:10]12. Reaction conditions: time 4 hour. The product is CS(=O)(=O)CCCCC1=CC=C(S1)C1=NC(=NC=C1)NC1CC(NC(C1)(C)C)(C)C ({4-[5-(4-Methanesulfonyl-butyl)-thiophen-2-yl]-pyrimidin-2-yl}-(2,2,6,6-tetramethyl-piperidin-4-yl)-amine). Solvent: C(=O)(C(F)(F)F)O (TFA), C(Cl)Cl (DCM). Procedure: Compound of Step D (192 mg, 0.43 mmol) was dissolved in 5 ml TFA and 3 ml DCM. At room temperature 22 mg (0.64 mmol) hydroperoxide 30% were added. This mixture was stirred at room temperature for 4 hours. Afterwards 10 ml 10% sodium bisulfite solution was added and stirring continued for 15 minutes. The solution was basified with 40% NaOH and extracted with EtOAc. The crude was purified by chromatography on silicagel (DCM/MeOH/ammonia:9/1/0.1). Yield: 75 mg (37%). Reactants: [O-]O (hydroperoxide), [OH-].[Na+] (NaOH), CS(=O)CCCCC1=CC=C(S1)C1=NC(=NC=C1)NC1CC(NC(C1)(C)C)(C)C ({4-[5-(Methanesulfinyl-butyl)-thiophen-2-yl]-pyrimidin-2-yl}-(2,2,6,6-tetramethyl-piperidin-4-yl)-amine), S([O-])(O)=O.[Na+] (sodium bisulfite). Reaction SMILES: [CH3:1][S:2]([CH2:4][CH2:5][CH2:6][CH2:7][C:8]1[S:12][C:11]([C:13]2[CH:18]=[CH:17][N:16]=[C:15]([NH:19][CH:20]3[CH2:25][C:24]([CH3:27])([CH3:26])[NH:23][C:22]([CH3:29])([CH3:28])[CH2:21]3)[N:14]=2)=[CH:10][CH:9]=1)=[O:3].[O-]O.S(=O)(O)[O-:33].[Na+].[OH-].[Na+]>C(O)(C(F)(F)F)=O.C(Cl)Cl>[CH3:1][S:2]([CH2:4][CH2:5][CH2:6][CH2:7][C:8]1[S:12][C:11]([C:13]2[CH:18]=[CH:17][N:16]=[C:15]([NH:19][CH:20]3[CH2:25][C:24]([CH3:27])([CH3:26])[NH:23][C:22]([CH3:29])([CH3:28])[CH2:21]3)[N:14]=2)=[CH:10][CH:9]=1)(=[O:33])=[O:3] |f:2.3,4.5|. Reactants: ClC1=NC(=NC=C1OC1=C(C=C(C=C1)F)F)CS(=O)(=O)C (4-chloro-5-(2,4-difluorophenoxy)-2-(methylsulfonylmethyl)pyrimidine), CN1C(C2=CC=CC=C2C(=C1)B1OC(C(O1)(C)C)(C)C)=O (2-methyl-4-(4,4,5,5-tetramethyl-1,3,2-dioxaborolan-2-yl)isoquinolin-1-one). Yields the product FC1=C(OC=2C(=NC(=NC2)CS(=O)(=O)C)C2=CN(C(C3=CC=CC=C23)=O)C)C=CC(=C1)F (4-[5-(2,4-difluorophenoxy)-2-(methylsulfonylmethyl)pyrimidin-4-yl]-2-methylisoquinolin-1-one). RXN SMILES: Cl[C:2]1[C:7]([O:8][C:9]2[CH:14]=[CH:13][C:12]([F:15])=[CH:11][C:10]=2[F:16])=[CH:6][N:5]=[C:4]([CH2:17][S:18]([CH3:21])(=[O:20])=[O:19])[N:3]=1.[CH3:22][N:23]1[CH:32]=[C:31](B2OC(C)(C)C(C)(C)O2)[C:30]2[C:25](=[CH:26][CH:27]=[CH:28][CH:29]=2)[C:24]1=[O:42]>>[F:16][C:10]1[CH:11]=[C:12]([F:15])[CH:13]=[CH:14][C:9]=1[O:8][C:7]1[C:2]([C:31]2[C:30]3[C:25](=[CH:26][CH:27]=[CH:28][CH:29]=3)[C:24](=[O:42])[N:23]([CH3:22])[CH:32]=2)=[N:3][C:4]([CH2:17][S:18]([CH3:21])(=[O:20])=[O:19])=[N:5][CH:6]=1. Reported procedure: The title compound of Example 146, step 2 was reacted with the title compound of Example 89, step 1 in a manner similar to Example 143, step 3 to give the title compound. 1H NMR (DMSO-d6, 400 MHz) δ 8.62 (s, 1H), 8.28 (d, J=8.0 Hz, 1H), 7.91 (s, 1H), 7.69-7.68 (m, 2H), 7.58-7.54 (m, 1H), 7.45-7.34 (m, 2H), 7.07-7.03 (m, 1H), 4.83 (s, 2H), 3.58 (s, 3H), 3.17 (s, 3H). LCMS: 458.1 (M+1)+ Starting materials: C#CCCC(=O)NCCOCCOCCNC(=O)CCC=C, [Cl-], [Na+], O. Yields the product O=C1C=CCCCC(=O)NCCOCCOCCNC(=O)CC1. Reaction SMILES: [C:1]([CH2:2][CH2:3][C:4]#[CH:5])(=[O:6])[NH:7][CH2:8][CH2:9][O:10][CH2:11][CH2:12][O:13][CH2:14][CH2:15][NH:16][C:17]([CH2:18][CH2:19][CH:20]=[CH2:21])=[O:22].[Cl-:24].[Na+:25].[OH2:23]>>[C:1]1(=[O:6])[CH2:2][CH2:3][C:4](=[O:23])[CH:5]=[CH:21][CH2:20][CH2:19][CH2:18][C:17](=[O:22])[NH:16][CH2:15][CH2:14][O:13][CH2:12][CH2:11][O:10][CH2:9][CH2:8][NH:7]1.